The task is: describe an organic reaction: reactants, conditions, products, and yield. This data is from the Open Reaction Database (ORD), a public repository of structured organic reaction records. Starting materials: C(#N)C1=C(C=CC(=C1)N1N=NN=C1)CC(=O)N1CCN(CC1)C(=O)OC(C)(C)C (tert-butyl 4-{[2-cyano-4-(1H-tetrazol-1-yl)phenyl]acetyl}piperazine-1-carboxylate), Cl.CCO (HCl EtOH), C(=O)([O-])[O-].[Na+].[Na+] (Na2CO3). Solvent: O1CCOCC1 (dioxane). Reaction conditions: time 3 hour. Yields the product O=C(CC1=C(C#N)C=C(C=C1)N1N=NN=C1)N1CCNCC1 (2-[2-oxo-2-(piperazin-1-yl)ethyl]-5-(1H-tetrazol-1-yl)benzonitrile). As a reaction SMILES: [C:1]([C:3]1[CH:8]=[C:7]([N:9]2[CH:13]=[N:12][N:11]=[N:10]2)[CH:6]=[CH:5][C:4]=1[CH2:14][C:15]([N:17]1[CH2:22][CH2:21][N:20](C(OC(C)(C)C)=O)[CH2:19][CH2:18]1)=[O:16])#[N:2].Cl.CCO.C([O-])([O-])=O.[Na+].[Na+]>O1CCOCC1>[O:16]=[C:15]([N:17]1[CH2:18][CH2:19][NH:20][CH2:21][CH2:22]1)[CH2:14][C:4]1[CH:5]=[CH:6][C:7]([N:9]2[CH:13]=[N:12][N:11]=[N:10]2)=[CH:8][C:3]=1[C:1]#[N:2] |f:1.2,3.4.5|. Procedure: To a solution of tert-butyl 4-{[2-cyano-4-(1H-tetrazol-1-yl)phenyl]acetyl}piperazine-1-carboxylate (160 mg, 0.4 mmol) in 10 mL of dioxane was added 10 mL of 5 M HCl/EtOH, then the mixture was stirred at room temperature for 3 h. The solvent was removed under reduce pressure. The crude compound was suspension in 20 mL of MeCN and added Na2CO3 (102 mg, 0.96 mmol), then the mixture was stirred at room temperature overnight. After filtration, the filtrate was concentrated in vacua to give crude 2-[2...